This data is from the Open Reaction Database (ORD), a public repository of structured organic reaction records. The task is: describe an organic reaction: reactants, conditions, products, and yield Starting materials: [Si](C1=CC=CC=C1)(C1=CC=CC=C1)(C(C)(C)C)COC1(CC1)COC1=C(C=CC(=C1OC)OC)C1=C2CCC(C2=CC=C1)=O (4-(2-((1-((tert-butyldiphenylsilyl)methoxy)cyclopropyl)methoxy)-3,4-dimethoxyphenyl)-2,3-dihydro-1H-inden-1-one), O.O.O.[F-].C(CCC)[N+](CCCC)(CCCC)CCCC (tetrabutylammonium fluoride trihydrate), O1CCCC1 (tetrahydrofuran). Run at time 16 hour. The product is OCC1(CC1)COC1=C(C=CC(=C1OC)OC)C1=C2CCC(C2=CC=C1)=O (4-[2-(1-Hydroxymethyl-cyclopropylmethoxy)-3,4-dimethoxy-phenyl]-indan-1-one). Reaction SMILES: [Si](CO[C:20]1([CH2:23][O:24][C:25]2[C:30]([O:31][CH3:32])=[C:29]([O:33][CH3:34])[CH:28]=[CH:27][C:26]=2[C:35]2[CH:43]=[CH:42][CH:41]=[C:40]3[C:36]=2[CH2:37][CH2:38][C:39]3=[O:44])[CH2:22][CH2:21]1)(C(C)(C)C)(C1C=CC=CC=1)C1C=CC=CC=1.O.O.O.[F-].C([N+](CCCC)(CCCC)CCCC)CCC.[O:66]1CCC[CH2:67]1>>[OH:66][CH2:67][C:20]1([CH2:23][O:24][C:25]2[C:30]([O:31][CH3:32])=[C:29]([O:33][CH3:34])[CH:28]=[CH:27][C:26]=2[C:35]2[CH:43]=[CH:42][CH:41]=[C:40]3[C:36]=2[CH2:37][CH2:38][C:39]3=[O:44])[CH2:22][CH2:21]1 |f:1.2.3.4.5|. Reported procedure: To a stirring solution of 4-(2-((1-((tert-butyldiphenylsilyl)methoxy)cyclopropyl)methoxy)-3,4-dimethoxyphenyl)-2,3-dihydro-1H-inden-1-one (5 g, 6.25 mmol) in tetrahydrofuran, was added tetrabutylammonium fluoride trihydrate (33 mL, 33 mmol) and the resultant reaction mixture was stirred at RT for 16 h. The reaction mixture was quenched with water and extracted with ethyl acetate (3×). The combined ethyl acetate layer was washed with brine, dried over anhydrous sodium sulphate and concentrated un... Reactants: COc1ccc(Cn2ncc3c(NC4CCOCC4)c(C4=NOC5(C4)CC(OCc4ccccc4)C5)cnc32)cc1, CCOC(C)=O, CC(Cl)Cl, O=C(O)C(F)(F)F. The product is c1ccc(COC2CC3(CC(c4cnc5[nH]ncc5c4NC4CCOCC4)=NO3)C2)cc1. As a reaction SMILES: [CH2:8]([c:9]1[cH:10][cH:11][cH:12][cH:13][cH:14]1)[O:15][CH:16]1[CH2:17][C:18]2([CH2:19]1)[O:20][N:21]=[C:22]([c:24]1[c:25]([NH:42][CH:43]3[CH2:44][CH2:45][O:46][CH2:47][CH2:48]3)[c:26]3[c:27]([n:28][cH:29]1)[n:30]([CH2:33][c:34]1[cH:35][cH:36][c:37]([O:38][CH3:39])[cH:40][cH:41]1)[n:31][cH:32]3)[CH2:23]2.[CH3:53][CH2:54][O:55][C:56](=[O:57])[CH3:58].[Cl:49][CH:50]([Cl:51])[CH3:52].[OH:1][C:2]([C:3]([F:4])([F:5])[F:6])=[O:7]>>[CH2:8]([c:9]1[cH:10][cH:11][cH:12][cH:13][cH:14]1)[O:15][CH:16]1[CH2:17][C:18]2([CH2:19]1)[O:20][N:21]=[C:22]([c:24]1[c:25]([NH:42][CH:43]3[CH2:44][CH2:45][O:46][CH2:47][CH2:48]3)[c:26]3[c:27]([n:28][cH:29]1)[nH:30][n:31][cH:32]3)[CH2:23]2. Reactants: CC1=NOC(CON)C1, O=C(Oc1c(F)c(F)c(F)c(F)c1F)c1ccccc1NCc1ccncc1. The product is CC1=NOC(CONC(=O)c2ccccc2NCc2ccncc2)C1. Reaction SMILES: [CH3:29][C:30]1=[N:31][O:32][CH:33]([CH2:35][O:36][NH2:37])[CH2:34]1.[F:1][c:2]1[c:3]([O:4][C:9]([c:10]2[c:11]([NH:16][CH2:17][c:18]3[cH:19][cH:20][n:21][cH:22][cH:23]3)[cH:12][cH:13][cH:14][cH:15]2)=[O:24])[c:5]([F:6])[c:7]([F:8])[c:25]([F:26])[c:27]1[F:28]>>[C:9]([c:10]1[c:11]([NH:16][CH2:17][c:18]2[cH:19][cH:20][n:21][cH:22][cH:23]2)[cH:12][cH:13][cH:14][cH:15]1)(=[O:24])[NH:37][O:36][CH2:35][CH:33]1[O:32][N:31]=[C:30]([CH3:29])[CH2:34]1. Starting materials: Clc1ccc(Br)cc1, CCCCCC, COc1ccc(N2CCN(c3c(C)c(C)c4c(c3C)C(=O)C(C)(C)O4)CC2)cc1. Yields the product COc1ccc(N2CCN(c3c(C)c(C)c4c(c3C)C(O)(c3ccc(Cl)cc3)C(C)(C)O4)CC2)cc1. Reaction SMILES: [Br:1][c:2]1[cH:3][cH:4][c:5]([Cl:8])[cH:6][cH:7]1.[CH3:38][CH2:39][CH2:40][CH2:41][CH2:42][CH3:43].[CH3:9][O:10][c:11]1[cH:12][cH:13][c:14]([N:17]2[CH2:18][CH2:19][N:20]([c:23]3[c:24]([CH3:37])[c:25]([CH3:36])[c:26]4[c:27]([c:34]3[CH3:35])[C:28](=[O:33])[C:29]([CH3:31])([CH3:32])[O:30]4)[CH2:21][CH2:22]2)[cH:15][cH:16]1>>[c:2]1([C:28]2([OH:33])[c:27]3[c:26]([c:25]([CH3:36])[c:24]([CH3:37])[c:23]([N:20]4[CH2:19][CH2:18][N:17]([c:14]5[cH:13][cH:12][c:11]([O:10][CH3:9])[cH:16][cH:15]5)[CH2:22][CH2:21]4)[c:34]3[CH3:35])[O:30][C:29]2([CH3:31])[CH3:32])[cH:3][cH:4][c:5]([Cl:8])[cH:6][cH:7]1. The reactants are ClCCl, CN(C)C=O, O=C(Cl)C(=O)Cl, CC(C(=O)O)C1(F)CC=CC=C1c1ccccc1. Product: [Cl-], CC(C(=O)O)C1(F)CC=CC=C1c1ccccc1. RXN SMILES: [CH2:30]([Cl:31])[Cl:32].[CH3:7][N:8]([CH3:9])[CH:10]=[O:11].[Cl:1][C:2]([C:3]([Cl:4])=[O:5])=[O:6].[F:12][C:13]1([CH:25]([C:26](=[O:27])[OH:28])[CH3:29])[C:14]([c:19]2[cH:20][cH:21][cH:22][cH:23][cH:24]2)=[CH:15][CH:16]=[CH:17][CH2:18]1>>[Cl-:1].[F:12][C:13]1([CH:25]([C:26](=[O:27])[OH:28])[CH3:29])[C:14]([c:19]2[cH:20][cH:21][cH:22][cH:23][cH:24]2)=[CH:15][CH:16]=[CH:17][CH2:18]1. Reactants: Cc1ccccc1, O=C(O)Cc1c(Cl)cccc1Cl, CN(C)C=O, O=S(Cl)Cl. The product is O=C(Cl)Cc1c(Cl)cccc1Cl. Reaction SMILES: [CH3:22][c:23]1[cH:24][cH:25][cH:26][cH:27][cH:28]1.[Cl:1][c:2]1[c:3]([CH2:9][C:10](=[O:11])[OH:12])[c:4]([Cl:8])[cH:5][cH:6][cH:7]1.[O:13]=[CH:14][N:15]([CH3:16])[CH3:17].[S:18]([Cl:19])([Cl:20])=[O:21]>>[Cl:1][c:2]1[c:3]([CH2:9][C:10](=[O:12])[Cl:20])[c:4]([Cl:8])[cH:5][cH:6][cH:7]1.